This data is from the Open Reaction Database (ORD), a public repository of structured organic reaction records. The task is: describe an organic reaction: reactants, conditions, products, and yield Reactants: O=Cc1cc(Br)c2nc(-c3c(NCC(O)c4cccc(Cl)c4)cc[nH]c3=O)[nH]c2c1, C1COCCN1, CO. The product is O=c1[nH]ccc(NCC(O)c2cccc(Cl)c2)c1-c1nc2c(Br)cc(CN3CCOCC3)cc2[nH]1. Reaction SMILES: [Br:1][c:2]1[cH:3][c:4]([CH:29]=[O:30])[cH:5][c:6]2[c:7]1[n:8][c:9](-[c:11]1[c:12](=[O:28])[nH:13][cH:14][cH:15][c:16]1[NH:17][CH2:18][CH:19]([OH:20])[c:21]1[cH:22][c:23]([Cl:27])[cH:24][cH:25][cH:26]1)[nH:10]2.[CH2:31]1[CH2:32][O:33][CH2:34][CH2:35][NH:36]1.[CH3:37][OH:38]>>[Br:1][c:2]1[cH:3][c:4]([CH2:29][N:36]2[CH2:31][CH2:32][O:33][CH2:34][CH2:35]2)[cH:5][c:6]2[c:7]1[n:8][c:9](-[c:11]1[c:12](=[O:28])[nH:13][cH:14][cH:15][c:16]1[NH:17][CH2:18][CH:19]([OH:20])[c:21]1[cH:22][c:23]([Cl:27])[cH:24][cH:25][cH:26]1)[nH:10]2. Procedure details: A stirred solution of (4-oxo-5-phenyl-3,4-dihydrothieno[2,3-d]pyrimidin-2-yl)acetic acid ethyl ester (1.0 g, 3.185 mmol), phosphoryl chloride (15 ml) and N,N-dimethylaniline (4.8 ml) was heated under reflux for 6 hours and then left to stand at ambient temperature for 18 hours. The excess phosphoryl chloride was removed in vacuo to give a dark residue, which was dissolved in dichloromethane (100 ml) and then washed with water (2×50 ml) followed by saturated sodium hydrogen carbonate solution (50... Starting materials: C(C)OC(CC=1NC(C2=C(N1)SC=C2C2=CC=CC=C2)=O)=O ((4-oxo-5-phenyl-3,4-dihydrothieno[2,3-d]pyrimidin-2-yl)acetic acid ethyl ester), P(=O)(Cl)(Cl)Cl (phosphoryl chloride), CN(C1=CC=CC=C1)C (N,N-dimethylaniline). As a reaction SMILES: [CH2:1]([O:3][C:4](=[O:22])[CH2:5][C:6]1[NH:7][C:8](=O)[C:9]2[C:14]([C:15]3[CH:20]=[CH:19][CH:18]=[CH:17][CH:16]=3)=[CH:13][S:12][C:10]=2[N:11]=1)[CH3:2].P(Cl)(Cl)([Cl:25])=O.CN(C)C1C=CC=CC=1>ClCCl>[CH2:1]([O:3][C:4](=[O:22])[CH2:5][C:6]1[N:7]=[C:8]([Cl:25])[C:9]2[C:14]([C:15]3[CH:20]=[CH:19][CH:18]=[CH:17][CH:16]=3)=[CH:13][S:12][C:10]=2[N:11]=1)[CH3:2]. Product: C(C)OC(CC=1N=C(C2=C(N1)SC=C2C2=CC=CC=C2)Cl)=O ((4-chloro-5-phenylthieno[2,3-d]pyrimidin-2-yl)acetic acid ethyl ester). Solvent: ClCCl (dichloromethane). Run at time 18 hour.